This data is from the Open Reaction Database (ORD), a public repository of structured organic reaction records. The task is: describe an organic reaction: reactants, conditions, products, and yield The reactants are O=C([O-])[O-], CC#N, [Cs+], [Cs+], Cc1nc(Br)sc1C(=O)N1CCC1, Cn1ccc(NC(=O)c2cc(O)cc(OC3CCOC3)c2)n1. Product: Cc1nc(Oc2cc(OC3CCOC3)cc(C(=O)Nc3ccn(C)n3)c2)sc1C(=O)N1CCC1. Reaction SMILES: [C:1](=[O:2])([O-:3])[O-:4].[CH3:42][C:43]#[N:44].[Cs+:5].[Cs+:6].[N:29]1([C:33](=[O:34])[c:35]2[c:36]([CH3:41])[n:37][c:38]([Br:40])[s:39]2)[CH2:30][CH2:31][CH2:32]1.[OH:7][c:8]1[cH:9][c:10]([C:11](=[O:12])[NH:13][c:14]2[n:15][n:16]([CH3:19])[cH:17][cH:18]2)[cH:20][c:21]([O:23][CH:24]2[CH2:25][O:26][CH2:27][CH2:28]2)[cH:22]1>>[O:7]([c:8]1[cH:9][c:10]([C:11](=[O:12])[NH:13][c:14]2[n:15][n:16]([CH3:19])[cH:17][cH:18]2)[cH:20][c:21]([O:23][CH:24]2[CH2:25][O:26][CH2:27][CH2:28]2)[cH:22]1)[c:38]1[n:37][c:36]([CH3:41])[c:35]([C:33]([N:29]2[CH2:30][CH2:31][CH2:32]2)=[O:34])[s:39]1. Starting materials: [Br-], CC[Mg+], O=C1CCC(CNC(=O)OCc2ccccc2)CC1, C1CCOC1. Product: CCC1(O)CCC(CNC(=O)OCc2ccccc2)CC1. RXN SMILES: [Br-:20].[CH2:21]([CH3:22])[Mg+:23].[O:1]=[C:2]1[CH2:3][CH2:4][CH:5]([CH2:8][NH:9][C:10]([O:11][CH2:12][c:13]2[cH:14][cH:15][cH:16][cH:17][cH:18]2)=[O:19])[CH2:6][CH2:7]1.[O:24]1[CH2:25][CH2:26][CH2:27][CH2:28]1>>[OH:1][C:2]1([CH2:21][CH3:22])[CH2:3][CH2:4][CH:5]([CH2:8][NH:9][C:10]([O:11][CH2:12][c:13]2[cH:14][cH:15][cH:16][cH:17][cH:18]2)=[O:19])[CH2:6][CH2:7]1. The reactants are Cl (hydrochloric acid), COC1=C(C=CC=C1)C1CC2=C(C(=CO2)C)C(C1)=O (6-(2-methoxyphenyl)-3-methyl-4,5,6,7-tetrahydrobenzofuran-4-one), C(=N)(N)NN.Cl (aminoguanidine hydrochloride). Solvent: C(C)O (ethanol). Run at temperature 90 celsius, time 2 hour. Product: Cl.N(C(=N)N)\N=C\1/CC(CC2=C1C(=CO2)C)C2=C(C=CC=C2)OC ((E)-4-guanidinoimino-6-(2-methoxyphenyl)-3-methyl-4,5,6,7-tetrahydrobenzofuran hydrochloride). Isolated yield 73.5%. RXN SMILES: [CH3:1][O:2][C:3]1[CH:8]=[CH:7][CH:6]=[CH:5][C:4]=1[CH:9]1[CH2:18][C:17](=O)[C:12]2[C:13]([CH3:16])=[CH:14][O:15][C:11]=2[CH2:10]1.[C:20]([NH:23][NH2:24])([NH2:22])=[NH:21].[ClH:25].Cl>C(O)C>[ClH:25].[NH:23](/[N:24]=[C:17]1\[CH2:18][CH:9]([C:4]2[CH:5]=[CH:6][CH:7]=[CH:8][C:3]=2[O:2][CH3:1])[CH2:10][C:11]2[O:15][CH:14]=[C:13]([CH3:16])[C:12]\1=2)[C:20]([NH2:22])=[NH:21] |f:1.2,5.6|. Reported procedure: To a mixture of 6-(2-methoxyphenyl)-3-methyl-4,5,6,7-tetrahydrobenzofuran-4-one (0.19 g) and aminoguanidine hydrochloride (82 mg) were added ethanol (15 ml) and 6N hydrochloric acid (0.064 ml), and the mixture was stirred at 90° C. for 2 hours and cooled. The reaction solution was concentrated under reduced pressure, and the residue was washed with ethanol, ethyl acetate and isopropylether, and dried to give (E)-4-guanidinoimino-6-(2-methoxyphenyl)-3-methyl-4,5,6,7-tetrahydrobenzofuran hydrochlo... Starting materials: FC1=C(C=CC=C1)[N+](=O)[O-] (1-fluoro-2-nitrobenzene), [H-].[Na+] (sodium hydride), oil, NC1=NC=CC=N1 (2-aminopyrimidine). The solvent is CN(C)C=O (DMF), CN(C)C=O (DMF). Run at time 1 hour. Product: [N+](=O)([O-])C1=C(C=CC=C1)NC1=NC=CC=N1 ((2-Nitro-phenyl)-pyrimidin-2-yl-amine). The yield is 59.0%. RXN SMILES: [NH2:1][C:2]1[N:7]=[CH:6][CH:5]=[CH:4][N:3]=1.[H-].[Na+].F[C:11]1[CH:16]=[CH:15][CH:14]=[CH:13][C:12]=1[N+:17]([O-:19])=[O:18]>CN(C=O)C>[N+:17]([C:12]1[CH:13]=[CH:14][CH:15]=[CH:16][C:11]=1[NH:1][C:2]1[N:7]=[CH:6][CH:5]=[CH:4][N:3]=1)([O-:19])=[O:18] |f:1.2|. Procedure details: To a solution of 2-aminopyrimidine (10 g, 105 mmol) in DMF (100 mL) cooled to 5° C. was added 60% sodium hydride in mineral oil (5.47 g, 137 mmol) and the resulting mixture was stirred one hour with cooling. 1-fluoro-2-nitrobenzene (14.83 g, 105 mmol) in DMF (30 mL) was added dropwise over a 20 minute period to the cooled, stirring solution. The solution was allowed to warm slowly to ambient temperature and stirred 3 h. The product was precipitated with the addition of water (300 mL), separated ... Starting materials: FC1=C(C#N)C=CC(=C1)N1C2=CC=CC=C2C=2C(=CC=CC12)C1=NC2=C(N1)C=C(C=C2)F (2-fluoro-4-[4-(6-fluoro-1H-benzimidazol-2-yl)-9H-carbazol-9-yl]benzonitrile), aqueous solution, [OH-].[Na+] (sodium hydroxide), aqueous solution, OO (hydrogen peroxide), C([O-])([O-])=O.[K+].[K+] (potassium carbonate), Cl.NCCC(C)(O)C (4-amino-2-methylbutan-2-ol hydrochloride). Run in CS(=O)C (dimethyl sulphoxide), C(C)N(CC)CC (triethylamine), C(C)O (ethanol). The product is FC=1C=CC2=C(NC(=N2)C2=CC=CC=3N(C4=CC=CC=C4C23)C2=CC(=C(C(=O)N)C=C2)NCCC(C)(C)O)C1 (4-[4-(6-fluoro-1H-benzimidazol-2-yl)-9H-carbazol-9-yl]-2-(3-hydroxy-3-methylbutylamino)benzamide). RXN SMILES: F[C:2]1[CH:9]=[C:8]([N:10]2[C:22]3[CH:21]=[CH:20][CH:19]=[C:18]([C:23]4[NH:27][C:26]5[CH:28]=[C:29]([F:32])[CH:30]=[CH:31][C:25]=5[N:24]=4)[C:17]=3[C:16]3[C:11]2=[CH:12][CH:13]=[CH:14][CH:15]=3)[CH:7]=[CH:6][C:3]=1[C:4]#[N:5].C(=O)([O-])[O-:34].[K+].[K+].Cl.[NH2:40][CH2:41][CH2:42][C:43]([CH3:46])([OH:45])[CH3:44].[OH-].[Na+].OO>CS(C)=O.C(O)C.C(N(CC)CC)C>[F:32][C:29]1[CH:30]=[CH:31][C:25]2[N:24]=[C:23]([C:18]3[C:17]4[C:16]5[C:11](=[CH:12][CH:13]=[CH:14][CH:15]=5)[N:10]([C:8]5[CH:7]=[CH:6][C:3]([C:4]([NH2:5])=[O:34])=[C:2]([NH:40][CH2:41][CH2:42][C:43]([OH:45])([CH3:46])[CH3:44])[CH:9]=5)[C:22]=4[CH:21]=[CH:20][CH:19]=3)[NH:27][C:26]=2[CH:28]=1 |f:1.2.3,4.5,6.7|. Procedure: The process is carried out as in stage 3 of Example 3, but using 155.6 mg of 2-fluoro-4-[4-(6-fluoro-1H-benzimidazol-2-yl)-9H-carbazol-9-yl]benzonitrile, obtained according to stage 2 of Example 3, 153.4 mg of potassium carbonate, 1.033 g of 4-amino-2-methylbutan-2-ol hydrochloride and 0.749 g of triethylamine in 2 ml of dimethyl sulphoxide. 0.703 ml of a 1M aqueous solution of sodium hydroxide, 0.681 ml of a 30% aqueous solution of hydrogen peroxide and 4 ml of ethanol are then added to the rea...